This data is from the Open Reaction Database (ORD), a public repository of structured organic reaction records. The task is: describe an organic reaction: reactants, conditions, products, and yield The reactants are [H-].[Na+] (sodium hydride), Cl (HCl), C(C)(C)(C)OC(CC(=O)C)=O (t-butylacetoacetate), Cl (HCl). Reagents/catalysts: C(C)OC(CC)=O (Ethylpropionate), C(CCC)[Li] (n-butyllithium). The solvent is C(C)(=O)OCC (ethyl acetate). Reaction conditions: temperature 0 celsius, time 30 minute. The product is C(C)(C)(C)OC(CC(CC(CC)=O)=O)=O (3,5-Dioxoheptanoic acid-t-butyl ester). Yield: 121071.6%. RXN SMILES: [H-].[Na+].[C:3]([O:7][C:8](=[O:13])[CH2:9][C:10]([CH3:12])=[O:11])([CH3:6])([CH3:5])[CH3:4].Cl>C(OCC)(=O)C.C([Li])CCC.C(OC(=O)CC)C>[C:3]([O:7][C:8](=[O:13])[CH2:9][C:10](=[O:11])[CH2:12][C:8](=[O:7])[CH2:9][CH3:10])([CH3:6])([CH3:4])[CH3:5] |f:0.1|. Procedure: The following is based on the procedure disclosed in B. Lygo, Tetrahedron, 51, pp. 12859-12868 (1995). To an oven dried 5 liter flask was added sodium hydride (60% dispersion in mineral oil, 1.21 mmoles, 48.55 g) under nitrogen gas. The hydride was washed with hexanes (4×250 mL). The hydride was then suspended in dry tetrahydrofuran (THF) (2000 mL) and the mixture cooled to 0° C. in an ice bath. To this solution was added t-butylacetoacetate (160 g, 1.01 mmol) via an addition funnel dropwise ove... The reactants are C(C)(=O)O[C@H]1C(SC[C@H]([C@@H]1OC(C)=O)OC(C)=O)Br (2,3,4-tri-O-acetyl-5-thio-D-xylopyranosyl bromide), OC1=CC=CC=2C=COC21 (7-hydroxybenzofuran). Yields the product C(C)(=O)O[C@H]1[C@H](OC2=CC=CC=3C=COC32)SC[C@H]([C@@H]1OC(C)=O)OC(C)=O (7-benzofuranyl 2,3,4-tri-O-acetyl-5-thio-β-D-xylopyranoside). Isolated yield 14.0%. As a reaction SMILES: [C:1]([O:4][C@@H:5]1[C@@H:10]([O:11][C:12](=[O:14])[CH3:13])[C@H:9]([O:15][C:16](=[O:18])[CH3:17])[CH2:8][S:7][CH:6]1Br)(=[O:3])[CH3:2].[OH:20][C:21]1[C:29]2[O:28][CH:27]=[CH:26][C:25]=2[CH:24]=[CH:23][CH:22]=1>>[C:1]([O:4][C@@H:5]1[C@@H:10]([O:11][C:12](=[O:14])[CH3:13])[C@H:9]([O:15][C:16](=[O:18])[CH3:17])[CH2:8][S:7][C@H:6]1[O:20][C:21]1[C:29]2[O:28][CH:27]=[CH:26][C:25]=2[CH:24]=[CH:23][CH:22]=1)(=[O:3])[CH3:2]. Reported procedure: By carrying out the process in a manner similar to example 7, starting from 2,3,4-tri-O-acetyl-5-thio-D-xylopyranosyl bromide and 7-hydroxybenzofuran, the desired product is obtained in the form of a white solid with a yield of 14%. The reactants are [N+](=O)([O-])C=1C=C(NC(=O)C2=CC=NC=C2)C=CC1[N+](=O)[O-] (3,4-dinitro-N-(pyridin-4-oyl)aniline), CN(C1=CC=C(C=O)C=C1)C (4-dimethylaminobenzaldehyde). Product: CN(C1=CC=C(C=C1)C1=NC2=C(N1)C=CC(=C2)NC(C2=CC=NC=C2)=O)C (N-(2-(4-(dimethylamino)phenyl)-1H-benzo[d]imidazol-5-yl)isonicotinamide). As a reaction SMILES: [N+:1]([C:4]1[CH:5]=[C:6]([CH:16]=[CH:17][C:18]=1[N+:19]([O-])=O)[NH:7][C:8]([C:10]1[CH:15]=[CH:14][N:13]=[CH:12][CH:11]=1)=[O:9])([O-])=O.[CH3:22][N:23]([CH3:32])[C:24]1[CH:31]=[CH:30][C:27]([CH:28]=O)=[CH:26][CH:25]=1>>[CH3:22][N:23]([CH3:32])[C:24]1[CH:31]=[CH:30][C:27]([C:28]2[NH:19][C:18]3[CH:17]=[CH:16][C:6]([NH:7][C:8](=[O:9])[C:10]4[CH:15]=[CH:14][N:13]=[CH:12][CH:11]=4)=[CH:5][C:4]=3[N:1]=2)=[CH:26][CH:25]=1. Procedure: Compound 207 was prepared according to the procedure similar to that described in Scheme III from 3,4-dinitro-N-(pyridin-4-oyl)aniline and 4-dimethylaminobenzaldehyde. 1H NMR (500 MHz, DMSO-d6) δ 10.90 (s, 1H), 8.83 (d, J=6 Hz, 2H), 8.40 (s, 1H), 8.10 (d, J=9 Hz, 2H), 7.98 (d, J=6 Hz, 2H), 7.81 (dd, J=2, 9 Hz, 1H), 7.75 (d, J=9 Hz, 1H), 6.97 (d, J=9 Hz, 2H), 3.09 (s, 6H). Starting materials: CC(=O)N1CCC(=O)CC1, C, c1ccc2c(c1)CCN2, CC(=O)O, CO, [Pd]. The product is CC(=O)N1CCC(N2CCc3ccccc32)CC1. Reaction SMILES: [C:10]([CH3:11])(=[O:12])[N:13]1[CH2:14][CH2:15][C:16](=[O:19])[CH2:17][CH2:18]1.[C:26].[CH2:1]1[CH2:2][c:3]2[cH:4][cH:5][cH:6][cH:7][c:8]2[NH:9]1.[CH3:20][C:21](=[O:22])[OH:23].[CH3:24][OH:25].[Pd:27]>>[CH2:1]1[CH2:2][c:3]2[cH:4][cH:5][cH:6][cH:7][c:8]2[N:9]1[CH:16]1[CH2:15][CH2:14][N:13]([C:10]([CH3:11])=[O:12])[CH2:18][CH2:17]1. The reactants are CN(C)S(=O)(=O)n1cc(CC2(C(F)(F)F)CC2)nc1C(O)C(O)(c1ccc(-n2cccn2)cc1)C(F)(F)F, CO, Cl. Yields the product OC(c1nc(CC2(C(F)(F)F)CC2)c[nH]1)C(O)(c1ccc(-n2cccn2)cc1)C(F)(F)F. Reaction SMILES: [CH3:1][N:2]([CH3:3])[S:4](=[O:5])([n:6]1[c:7]([CH:19]([C:20]([C:21]([F:22])([F:23])[F:24])([c:25]2[cH:26][cH:27][c:28](-[n:31]3[n:32][cH:33][cH:34][cH:35]3)[cH:29][cH:30]2)[OH:36])[OH:37])[n:8][c:9]([CH2:11][C:12]2([C:15]([F:16])([F:17])[F:18])[CH2:13][CH2:14]2)[cH:10]1)=[O:38].[CH3:40][OH:41].[ClH:39]>>[nH:6]1[c:7]([CH:19]([C:20]([C:21]([F:22])([F:23])[F:24])([c:25]2[cH:26][cH:27][c:28](-[n:31]3[n:32][cH:33][cH:34][cH:35]3)[cH:29][cH:30]2)[OH:36])[OH:37])[n:8][c:9]([CH2:11][C:12]2([C:15]([F:16])([F:17])[F:18])[CH2:13][CH2:14]2)[cH:10]1. Reactants: ClC=1C2=C(N=CN1)N(C=C2I)C2CCCC2 (4-Chloro-7-cyclopentyl-5-iodo-7H-pyrrolo[2,3-d]pyrimidine), [OH-].N (ammonia hydroxide). Solvent: O1CCOCC1 (dioxane). Product: C1(CCCC1)N1C=C(C2=C1N=CN=C2N)I (7-Cyclopentyl-5-iodo-7H-pyrrolo[2,3-d]pyrimidin-4-ylamine). Yield: 92.0%. Reaction SMILES: Cl[C:2]1[C:3]2[C:10]([I:11])=[CH:9][N:8]([CH:12]3[CH2:16][CH2:15][CH2:14][CH2:13]3)[C:4]=2[N:5]=[CH:6][N:7]=1.[OH-].[NH3:18]>O1CCOCC1>[CH:12]1([N:8]2[C:4]3[N:5]=[CH:6][N:7]=[C:2]([NH2:18])[C:3]=3[C:10]([I:11])=[CH:9]2)[CH2:16][CH2:15][CH2:14][CH2:13]1 |f:1.2|. Procedure details: To a pressure tube with dioxane (5 mL) was added 4-Chloro-7-cyclopentyl-5-iodo-7H-pyrrolo[2,3-d]pyrimidine, then ammonia hydroxide (5 mL). The pressure tube was sealed and heated at 120 C overnight. All solvents were removed via reduced pressure, and the residue were purified through flash column (methylene chloride/methanol:97/3). The product was obtained as a white solid (300 mg, 92%). MS: 329.1 (MH+); HPLC Rf: 5.018 min.; HPLC Product: CC=1SC=CC1C1=CC=CC=C1 (2-methyl-3-phenylthiophene). Procedure: The 5-methyl-4-phenyl-2-thiophenecarboxylic acid (54 g, 0.25 mol) prepared as described above was heated to 220–230° C. until the evolution of carbon dioxide ceased. The product was collected and distilled, b.p. 117° C./10 torr. Yield 30 g (70%). RXN SMILES: [CH3:1][C:2]1[S:6][C:5](C(O)=O)=[CH:4][C:3]=1[C:10]1[CH:15]=[CH:14][CH:13]=[CH:12][CH:11]=1.C(=O)=O>>[CH3:1][C:2]1[S:6][CH:5]=[CH:4][C:3]=1[C:10]1[CH:11]=[CH:12][CH:13]=[CH:14][CH:15]=1. Reactants: CC1=C(C=C(S1)C(=O)O)C1=CC=CC=C1 (5-methyl-4-phenyl-2-thiophenecarboxylic acid), C(=O)=O (carbon dioxide). Starting materials: C1CCOC1, CCO, O=[N+]([O-])c1ccc2c(c1)Sc1ccccc1N2. Product: Nc1ccc2c(c1)Sc1ccccc1N2. Reaction SMILES: [CH2:21]1[O:22][CH2:23][CH2:24][CH2:25]1.[CH3:18][CH2:19][OH:20].[N+:1]([O-:2])(=[O:3])[c:4]1[cH:5][cH:6][c:7]2[c:16]([cH:17]1)[S:15][c:14]1[c:9]([cH:10][cH:11][cH:12][cH:13]1)[NH:8]2>>[NH2:1][c:4]1[cH:5][cH:6][c:7]2[c:16]([cH:17]1)[S:15][c:14]1[c:9]([cH:10][cH:11][cH:12][cH:13]1)[NH:8]2. Reported procedure: A Parr bottle was charged with Raney Nickel (ca. 1 g). The catalyst was washed with ethanol and suspended in ethanol (30 mL). The starting material, 23A (1.0 g, 4.44 mmol) was added and the reaction pressurized with hydrogen. After hours, TLC analysis suggests good conversion to desired product. The reaction was flushed with nitrogen and filtered through a pad of magnesium sulfate. The filter cake was rinsed well with ethanol. The ethanol solution was evaporated. The isolated material was dissol... The reagents and catalysts are [Ni] (Raney Nickel). The product is O[C@H]1CC[C@H](CCC1)NC(OC(C)(C)C)=O ((+/−)-tert-Butyl cis-4-hydroxycycloheptylcarbamate). As a reaction SMILES: [CH:1]12[CH:16]=[CH:15][CH:5]([O:6][N:7]1[C:8]([O:10][C:11]([CH3:14])([CH3:13])[CH3:12])=[O:9])[CH2:4][CH2:3][CH2:2]2.[H][H]>[Ni]>[OH:6][C@@H:5]1[CH2:4][CH2:3][CH2:2][C@H:1]([NH:7][C:8](=[O:9])[O:10][C:11]([CH3:13])([CH3:12])[CH3:14])[CH2:16][CH2:15]1. Starting materials: C12CCCC(ON1C(=O)OC(C)(C)C)C=C2 ((+/−)-tert-Butyl 6-oxa-7-azabicyclo[3.2.2]non-8-ene-7-carboxylate), [H][H] (hydrogen).